This data is from the Open Reaction Database (ORD), a public repository of structured organic reaction records. The task is: describe an organic reaction: reactants, conditions, products, and yield Reactants: CC(C)(C)c1cc(N=C=O)no1, Cc1ccccc1, Nc1ccc(Cl)c(O)c1. The product is CC(C)(C)c1cc(NC(=O)Nc2ccc(Cl)c(O)c2)no1. Reaction SMILES: [C:10]([CH3:11])([CH3:12])([CH3:13])[c:14]1[cH:15][c:16]([N:19]=[C:20]=[O:21])[n:17][o:18]1.[CH3:22][c:23]1[cH:24][cH:25][cH:26][cH:27][cH:28]1.[NH2:1][c:2]1[cH:3][cH:4][c:5]([Cl:9])[c:6]([OH:8])[cH:7]1>>[NH:1]([c:2]1[cH:3][cH:4][c:5]([Cl:9])[c:6]([OH:8])[cH:7]1)[C:20]([NH:19][c:16]1[cH:15][c:14]([C:10]([CH3:11])([CH3:12])[CH3:13])[o:18][n:17]1)=[O:21]. Reactants: [OH-].[Na+] (NaOH), C(C)(C)(C)O[K] (tBuOK), S1C=CC=2NC=C(C21)CC(=O)OCC (ethyl 2-(4H-thieno[3,2-b]pyrrol-6-yl)acetate), C1(CC1)S(=O)(=O)Cl (cyclopropanesulfonyl chloride). The solvent is C1CCOC1 (THF). Reaction conditions: time 10 minute. The product is C1(CC1)S(=O)(=O)N1C2=C(C(=C1)CC(=O)O)SC=C2 (2-(4-(Cyclopropylsulfonyl)-4H-thieno[3,2-b]pyrrol-6-yl)acetic acid). The yield is 3.1%. RXN SMILES: C(O[K])(C)(C)C.[S:7]1[C:14]2[C:13]([CH2:15][C:16]([O:18]CC)=[O:17])=[CH:12][NH:11][C:10]=2[CH:9]=[CH:8]1.[CH:21]1([S:24](Cl)(=[O:26])=[O:25])[CH2:23][CH2:22]1.[OH-].[Na+]>C1COCC1>[CH:21]1([S:24]([N:11]2[CH:12]=[C:13]([CH2:15][C:16]([OH:18])=[O:17])[C:14]3[S:7][CH:8]=[CH:9][C:10]2=3)(=[O:26])=[O:25])[CH2:23][CH2:22]1 |f:3.4|. Reported procedure: A solution of tBuOK (0.1 mL, 1.2 equiv, 1.0 M in THF) was added to a solution of ethyl 2-(4H-thieno[3,2-b]pyrrol-6-yl)acetate (0.024 g, 0.11 mmol, 1.0 equiv.) in THF (0.5 mL) in a 20 mL vial. This vial was capped and shaken at room temperature for 10 min. To the mixture a solution of cyclopropanesulfonyl chloride (0.7 mL, 1.2 equiv, 0.2 M in THF) was added and the reaction was shaken at room temperature for 4 h. After which time NaOH (aqueous) (1.0 mL, 1.0 M, 9.5 equiv) was added and the reactio... Starting materials: C(CCC)C=1N(C(=C(N1)CO)Cl)CC1=CC=C(C=C1)C1=C(C=CC=C1)C(=O)OC(C)(C)C (2-butyl-1-[(2'-t-butoxycarbonylbiphen-4-yl)methyl]-5-chloro-1H-imidazole-4-methanol), 3A. Reagents/catalysts: O=[Mn]=O (MnO2). Solvent: C(Cl)Cl (CH2Cl2). Conditions: time 3 hour. The product is C(CCC)C=1N(C(=C(N1)C=O)Cl)CC1=CC=C(C=C1)C1=C(C=CC=C1)C(=O)OC(C)(C)C (2-Butyl-1-[(2'-t-butoxycarbonylbiphen-4-yl)-methyl]-5-chloro-1H-imidazole-4-carboxaldehyde). Yield: 0.1%. Reaction SMILES: [CH2:1]([C:5]1[N:6]([CH2:13][C:14]2[CH:19]=[CH:18][C:17]([C:20]3[CH:25]=[CH:24][CH:23]=[CH:22][C:21]=3[C:26]([O:28][C:29]([CH3:32])([CH3:31])[CH3:30])=[O:27])=[CH:16][CH:15]=2)[C:7]([Cl:12])=[C:8]([CH2:10][OH:11])[N:9]=1)[CH2:2][CH2:3][CH3:4]>C(Cl)Cl.O=[Mn]=O>[CH2:1]([C:5]1[N:6]([CH2:13][C:14]2[CH:19]=[CH:18][C:17]([C:20]3[CH:25]=[CH:24][CH:23]=[CH:22][C:21]=3[C:26]([O:28][C:29]([CH3:30])([CH3:32])[CH3:31])=[O:27])=[CH:16][CH:15]=2)[C:7]([Cl:12])=[C:8]([CH:10]=[O:11])[N:9]=1)[CH2:2][CH2:3][CH3:4]. Procedure details: A mixture of 2-butyl-1-[(2'-t-butoxycarbonylbiphen-4-yl)methyl]-5-chloro-1H-imidazole-4-methanol (European Patent Applications 253,310) (145 mg, 319 mmol), MnO2 (550 mg, 6.4 mmol), 3A powdered sieves (500 mg) in CH2Cl2 (10 mL) was stirred at room temperature for 3 hours. The mixture was filtered and evaporated to give 142 mg of the title compound as a glass. 1H NMR (300 MHz, CD3OD)δ 9.82 (s, 1H), 7.70 (dd, 1H, J=7 and 1.5 Hz), 7.50 (td, 1H, J=7 and 1.5 Hz), 7.40 (td, 1H, J=7 and 1.5 Hz), 7.31-7.... Reported procedure: The procedure of Example 1 was repeated except that 10.08 g of raffinose was substituted for 3.4 g of sucrose. 6.65 g of raffinose oleate was obtained. As a reaction SMILES: [CH2:1]([OH:34])[C@H:2]1[O:7][C@H:6]([O:8][CH2:9][C@H:10]2[O:15][C@H:14]([O:16][C@:17]3([CH2:26][OH:27])[O:21][C@H:20]([CH2:22][OH:23])[C@@H:19]([OH:24])[C@@H:18]3[OH:25])[C@H:13]([OH:28])[C@@H:12]([OH:29])[C@@H:11]2[OH:30])[C@H:5]([OH:31])[C@@H:4]([OH:32])[C@H:3]1[OH:33].[CH2:35](O)[C@H:36]1[O:41][C@H:40]([O:42][C@]2(CO)O[C@H](CO)[C@@H](O)[C@@H]2O)[C@H:39](O)[C@@H:38](O)[C@@H:37]1O>>[CH2:1]([OH:34])[C@H:2]1[O:7][C@H:6]([O:8][CH2:9][C@H:10]2[O:15][C@H:14]([O:16][C@:17]3([CH2:26][OH:27])[O:21][C@H:20]([CH2:22][OH:23])[C@@H:19]([OH:24])[C@@H:18]3[OH:25])[C@H:13]([OH:28])[C@@H:12]([OH:29])[C@@H:11]2[OH:30])[C@H:5]([OH:31])[C@@H:4]([OH:32])[C@H:3]1[OH:33].[C:40]([O-:41])(=[O:42])[CH2:39][CH2:38][CH2:37][CH2:36][CH2:35][CH2:1][CH2:2]/[CH:3]=[CH:4]\[CH2:5][CH2:6][CH2:22][CH2:20][CH2:19][CH2:18][CH2:17][CH3:26] |f:2.3|. The reactants are C([C@@H]1[C@@H]([C@@H]([C@H]([C@H](O1)OC[C@@H]2[C@H]([C@@H]([C@H]([C@H](O2)O[C@]3([C@H]([C@@H]([C@H](O3)CO)O)O)CO)O)O)O)O)O)O)O (raffinose), C([C@@H]1[C@H]([C@@H]([C@H]([C@H](O1)O[C@]2([C@H]([C@@H]([C@H](O2)CO)O)O)CO)O)O)O)O (sucrose). Isolated yield 85.2%. The product is C([C@@H]1[C@@H]([C@@H]([C@H]([C@H](O1)OC[C@@H]2[C@H]([C@@H]([C@H]([C@H](O2)O[C@]3([C@H]([C@@H]([C@H](O3)CO)O)O)CO)O)O)O)O)O)O)O.C(CCCCCCC\C=C/CCCCCCCC)(=O)[O-] (raffinose oleate). Starting materials: CON(C(C1=CC(=CC=C1)OC(C(F)F)(F)F)=O)C (N-methoxy-N-methyl-3-(1,1,2,2-tetrafluoroethoxy)benzamide), C[Mg]Br (Methyl magnesium bromide). Run in C1CCOC1 (THF). Run at temperature -78 celsius, time 30 minute. The product is FC(C(F)F)(OC=1C=C(C=CC1)C(C)=O)F (1-[3-(1,1,2,2-tetrafluoroethoxy)phenyl]ethanone). RXN SMILES: CON(C)[C:4](=[O:18])[C:5]1[CH:10]=[CH:9][CH:8]=[C:7]([O:11][C:12]([F:17])([F:16])[CH:13]([F:15])[F:14])[CH:6]=1.[CH3:20][Mg]Br>C1COCC1>[F:17][C:12]([F:16])([O:11][C:7]1[CH:6]=[C:5]([C:4](=[O:18])[CH3:20])[CH:10]=[CH:9][CH:8]=1)[CH:13]([F:14])[F:15]. Procedure details: N-methoxy-N-methyl-3-(1,1,2,2-tetrafluoroethoxy)benzamide (7.5 g, 25.2 mmol) was dissolved in THF (84 mL) and cooled to −78° C. Methyl magnesium bromide (3N in diethyl ether, 21.03 mL, 63.1 mmol) was added dropwise and the resulting reaction mixture was stirred for 30 min. The reaction was warmed to 25° C. over 30 minutes and then was quenched by addition to an Erlenmeyer flask containing ice and saturated ammonium chloride solution. This mixture was extracted with EtOAc, the organic layers were... Starting materials: C(#N)C1=CC=C(C=C1)B(O)O (4-Cyanophenylboronic acid), BrC1=CC(=C(C=C1)O)C (4-bromo-2-methylphenol). Yields the product OC1=C(C=C(C=C1)C1=CC=C(C=C1)C#N)C (4′-hydroxy-3′-methyl-1,1′-biphenyl-4-carbonitrile). Isolated yield 50.0%. RXN SMILES: [C:1]([C:3]1[CH:8]=[CH:7][C:6](B(O)O)=[CH:5][CH:4]=1)#[N:2].Br[C:13]1[CH:18]=[CH:17][C:16]([OH:19])=[C:15]([CH3:20])[CH:14]=1>>[OH:19][C:16]1[CH:17]=[CH:18][C:13]([C:6]2[CH:7]=[CH:8][C:3]([C:1]#[N:2])=[CH:4][CH:5]=2)=[CH:14][C:15]=1[CH3:20]. Reported procedure: 4-Cyanophenylboronic acid and 4-bromo-2-methylphenol were processed as described in Example 167A to provide the title compound (50% yield). 1HNMR (300 MHz, CDCl3) δ2.40 (s, 3H), 4.85 (bs, 1H), 6.83-7.65 (m, 7H); MS (CDI) m/z 210 (M+H)+. Starting materials: CCOC(=O)CC(OCC)c1ccc(O)cc1, Cc1nc(-c2ccc(C(F)(F)F)cc2)sc1CO, CCOC(=O)N=NC(=O)OCC, C1CCOC1, c1ccc(P(c2ccccc2)c2ccccc2)cc1, Cc1ccccc1. The product is CCOC(=O)CC(OCC)c1ccc(OCc2sc(-c3ccc(C(F)(F)F)cc3)nc2C)cc1. RXN SMILES: [CH2:1]([CH3:2])[O:3][CH:4]([CH2:5][C:6](=[O:7])[O:8][CH2:9][CH3:10])[c:11]1[cH:12][cH:13][c:14]([OH:17])[cH:15][cH:16]1.[CH3:18][c:19]1[n:20][c:21](-[c:26]2[cH:27][cH:28][c:29]([C:32]([F:33])([F:34])[F:35])[cH:30][cH:31]2)[s:22][c:23]1[CH2:24][OH:25].[N:62]([C:63]([O:64][CH2:65][CH3:66])=[O:67])=[N:68][C:69]([O:70][CH2:71][CH3:72])=[O:73].[O:74]1[CH2:75][CH2:76][CH2:77][CH2:78]1.[c:36]1([P:37]([c:38]2[cH:39][cH:40][cH:41][cH:42][cH:43]2)[c:44]2[cH:45][cH:46][cH:47][cH:48][cH:49]2)[cH:50][cH:51][cH:52][cH:53][cH:54]1.[c:55]1([CH3:56])[cH:57][cH:58][cH:59][cH:60][cH:61]1>>[CH2:1]([CH3:2])[O:3][CH:4]([CH2:5][C:6](=[O:7])[O:8][CH2:9][CH3:10])[c:11]1[cH:12][cH:13][c:14]([O:17][CH2:24][c:23]2[c:19]([CH3:18])[n:20][c:21](-[c:26]3[cH:27][cH:28][c:29]([C:32]([F:33])([F:34])[F:35])[cH:30][cH:31]3)[s:22]2)[cH:15][cH:16]1.